Dataset: the Open Reaction Database (ORD), a public repository of structured organic reaction records. Task: describe an organic reaction: reactants, conditions, products, and yield Starting materials: [N-]=C=O (isocyanate), [N-]=C=O (isocyanate), C1(=CC=CC=C1)C(CCNCC(CN1CCN(CC1)C(=O)OC(C)(C)C)=C)C1=CC=CC=C1 ((1,1-dimethylethyl) 4-(2-(((3,3-diphenyl)propyl)amino)methyl-2-propen-1-yl)-piperazinecarboxylate), CO (methanol), ClCCl (dichloromethane), [N-]=C=O (isocyanate). Run at time 2 hour. The product is ClC1=C(C=CC=C1)CNC(=O)N(CCC(C1=CC=CC=C1)C1=CC=CC=C1)CC(CN1CCN(CC1)C(=O)OC(C)(C)C)=C ((1,1-dimethylethyl) 4-[2-[[[[[(2-chlorophenyl)methyl]amino]carbonyl] (3,3-diphenyl-1-propyl)amino]methyl]-2-propen-1-yl]-piperazinecarboxylate). Isolated yield 90.0%. RXN SMILES: [C:1]1([CH:7]([C:28]2[CH:33]=[CH:32][CH:31]=[CH:30][CH:29]=2)[CH2:8][CH2:9][NH:10][CH2:11][C:12](=[CH2:27])[CH2:13][N:14]2[CH2:19][CH2:18][N:17]([C:20]([O:22][C:23]([CH3:26])([CH3:25])[CH3:24])=[O:21])[CH2:16][CH2:15]2)[CH:6]=[CH:5][CH:4]=[CH:3][CH:2]=1.[CH3:34][OH:35].[N-:36]=[C:37]=O.Cl[CH2:40][Cl:41]>>[Cl:41][C:40]1[CH:5]=[CH:6][CH:1]=[CH:2][C:3]=1[CH2:37][NH:36][C:34]([N:10]([CH2:11][C:12](=[CH2:27])[CH2:13][N:14]1[CH2:19][CH2:18][N:17]([C:20]([O:22][C:23]([CH3:26])([CH3:25])[CH3:24])=[O:21])[CH2:16][CH2:15]1)[CH2:9][CH2:8][CH:7]([C:1]1[CH:6]=[CH:5][CH:4]=[CH:3][CH:2]=1)[C:28]1[CH:29]=[CH:30][CH:31]=[CH:32][CH:33]=1)=[O:35]. Reported procedure: The secondary amine (7) obtained in Stage 2 of Example 24 (145 mg, 1 eq, 0.32 mmol) is introduced in solution in dichloromethane (10 mL) into tubes (10). Then the corresponding isocyanate (from 1.09 to 1.17 eq) is added to each tube. The reaction media are stirred for 2 hours at ambient temperature. The PS-Tisamine (reagent supported on resin) (3 eq/excess of isocyanate) is then introduced into each of the tubes, and the reaction media are stirred again for 45 minutes at ambient temperature. Thi... Starting materials: OBO, O=S(=O)(c1ccc(F)cc1)c1ccc(Br)c(F)c1, COc1ccc(Cl)cc1. Product: COc1ccc(Cl)cc1-c1ccc(S(=O)(=O)c2ccc(F)cc2)cc1F. Reaction SMILES: [BH:19]([OH:20])[OH:21].[Br:1][c:2]1[c:3]([F:18])[cH:4][c:5]([S:8](=[O:9])(=[O:10])[c:11]2[cH:12][cH:13][c:14]([F:17])[cH:15][cH:16]2)[cH:6][cH:7]1.[Cl:22][c:23]1[cH:24][cH:25][c:26]([O:29][CH3:30])[cH:27][cH:28]1>>[c:2]1(-[c:25]2[cH:24][c:23]([Cl:22])[cH:28][cH:27][c:26]2[O:29][CH3:30])[c:3]([F:18])[cH:4][c:5]([S:8](=[O:9])(=[O:10])[c:11]2[cH:12][cH:13][c:14]([F:17])[cH:15][cH:16]2)[cH:6][cH:7]1. Reactants: COC(=O)[C@@H]1[C@]2(C)[C@@H](CC1)[C@@H]1CC[C@H]3CC=CC[C@]3(C)[C@H]1CC2 (17β-methoxycarbonyl-5α-androst-2-ene), ClC1=CC(=CC=C1)C(=O)OO (m-chloroperbenzoic acid). Solvent: C(Cl)(Cl)Cl (chloroform), C(Cl)(Cl)Cl (chloroform). Yields the product O1[C@H]2[C@@H]1C[C@@H]1CC[C@H]3[C@@H]4CC[C@@H]([C@@]4(C)CC[C@@H]3[C@]1(C2)C)C(=O)OC (2α, 3α-Epoxy-17β-methoxycarbonyl-5α-androstane). Reaction SMILES: [CH3:1][O:2][C:3]([C@H:5]1[CH2:10][CH2:9][C@H:8]2[C@H:11]3[C@H:21]([CH2:22][CH2:23][C@:6]12[CH3:7])[C@:19]1([CH3:20])[C@H:14]([CH2:15][CH:16]=[CH:17][CH2:18]1)[CH2:13][CH2:12]3)=[O:4].ClC1C=CC=C(C(OO)=[O:32])C=1>C(Cl)(Cl)Cl>[O:32]1[C@H:16]2[CH2:15][C@H:14]3[C@:19]([CH3:20])([CH2:18][C@@H:17]12)[C@@H:21]1[C@H:11]([C@H:8]2[C@@:6]([CH2:23][CH2:22]1)([CH3:7])[C@@H:5]([C:3]([O:2][CH3:1])=[O:4])[CH2:10][CH2:9]2)[CH2:12][CH2:13]3. Procedure details: A solution of 17β-methoxycarbonyl-5α-androst-2-ene (7.0 g.,) and 85% m-chloroperbenzoic acid (5.0 g.) in chloroform (125 ml.) was stirred for 1.5 hr. at room temperature and then diluted with chloroform (125 ml.). This solution was washed with aqueous 10% sodium bicarbonate and water prior to drying. Filtration and evaporation afforded a solid (8.075 g.) which was recrystallised from methylene chloride/cyclohexane to afford the pure title compound; [α]D + 67°, (c, 0.8). Starting materials: ClC=1C=C2C=C(NC2=CC1)C(=O)N1CCN(CC1)C ((5-Chloro-1H-indol-2-yl)-(4-methyl-piperazin-1-yl)-methanone), ClN1C(CCC1=O)=O (N-chlorosuccinimide). Run in CCOCC (ether), ClCCl (dichloromethane). Conditions: time 18 hour. Product: ClC1=C(NC2=CC=C(C=C12)Cl)C(=O)N1CCN(CC1)C ((3,5-Dichloro-1H-indol-2-yl)-(4-methyl-piperazin-1-yl)-methanone). The yield is 50.3%. Reaction SMILES: [Cl:1][C:2]1[CH:3]=[C:4]2[C:8](=[CH:9][CH:10]=1)[NH:7][C:6]([C:11]([N:13]1[CH2:18][CH2:17][N:16]([CH3:19])[CH2:15][CH2:14]1)=[O:12])=[CH:5]2.[Cl:20]N1C(=O)CCC1=O>ClCCl.CCOCC>[Cl:20][C:5]1[C:4]2[C:8](=[CH:9][CH:10]=[C:2]([Cl:1])[CH:3]=2)[NH:7][C:6]=1[C:11]([N:13]1[CH2:18][CH2:17][N:16]([CH3:19])[CH2:15][CH2:14]1)=[O:12]. Procedure details: (5-Chloro-1H-indol-2-yl)-(4-methyl-piperazin-1-yl)-methanone (Example 1, 0.23 g) in dichloromethane (3 mL) at ambient temperature was treated with N-chlorosuccinimide (0.123 g) and stirred for 18 h. The reaction mixture was diluted with ether, washed with water, saturated sodium hydrogencarbonate solution and then brine, dried over sodium sulfate, filtered, and concentrated to give crude product. Purification via silica gel chromatography, eluting with 1-8% methanol/dichloromethane afforded the ...